Dataset: the Open Reaction Database (ORD), a public repository of structured organic reaction records. Task: describe an organic reaction: reactants, conditions, products, and yield Reactants: CC1(C(C(C=2C(=C(SC2SC)C(=O)N2CCCC2)C1)=O)=CO)C (6,6-dimethyl-5-hydroxymethylene-3-methylthio-1-(pyrrolidin-1-ylcarbonyl)-4,5,6,7-tetrahydrobenzo[c]thiophen-4-one), Cl.NO (hydroxylamine hydrochloride). Run in CCO (EtOH), O (water). Yields the product CC1(CC=2C(C3=C1C=NO3)=C(SC2C(=O)N2CCCC2)SC)C ((4,4-Dimethyl-8-methylthio-4,5-dihydrothieno[3,4-g]-1,2-benzisoxazol-6-yl)(pyrrolidin-1-yl)methanone). RXN SMILES: [CH3:1][C:2]1([CH3:23])[CH2:19][C:6]2=[C:7]([C:12]([N:14]3[CH2:18][CH2:17][CH2:16][CH2:15]3)=[O:13])[S:8][C:9]([S:10][CH3:11])=[C:5]2[C:4](=[O:20])[C:3]1=[CH:21]O.Cl.[NH2:25]O>CCO.O>[CH3:1][C:2]1([CH3:23])[C:3]2[CH:21]=[N:25][O:20][C:4]=2[C:5]2=[C:9]([S:10][CH3:11])[S:8][C:7]([C:12]([N:14]3[CH2:18][CH2:17][CH2:16][CH2:15]3)=[O:13])=[C:6]2[CH2:19]1 |f:1.2|. Procedure: To a solution of 6,6-dimethyl-5-hydroxymethylene-3-methylthio-1-(pyrrolidin-1-ylcarbonyl)-4,5,6,7-tetrahydrobenzo[c]thiophen-4-one (173 mg, 0.49 mmol) in EtOH (4 mL) and water (0.7 mL) was added hydroxylamine hydrochloride (38 mg, 0.54 mmol). The solution was heated at reflux for 2 h then cooled to room temperature and the solvent evaporated. The residue was partitioned between EtOAc (20 mL) and water (20 mL), the organic layer separated, dried (Na2SO4) and evaporated. The residue was triturated... The reactants are ClC=1C(=NC=CC1OC1=CC(=C(C=C1)NC(=O)C=1C(N(N(C1C)C)C1=CC=CC=C1)=O)F)C(=O)N (3-chloro-4-(4-(1,5-dimethyl-3-oxo-2-phenyl-2,3-dihydro-1H-pyrazole-4-carboxamido)-3-fluorophenoxy)picolinamide), CC#N (CH3CN), C(C)(=O)OI(OC(C)=O)C1=CC=CC=C1 (PhI(OAc)2). Solvent: CCOC(=O)C (EtOAc), O (H2O). Conditions: temperature 0 celsius, time 30 minute. The product is NC1=NC=CC(=C1Cl)OC1=CC(=C(C=C1)NC(=O)C=1C(N(N(C1C)C)C1=CC=CC=C1)=O)F (N-(4-((2-amino-3-chloropyridin-4-yl)oxy)-2-fluorophenyl)-1,5-dimethyl-3-oxo-2-phenyl-2,3-dihydro-1H-pyrazole-4-carboxamide). The yield is 47.0%. RXN SMILES: [Cl:1][C:2]1[C:3](C(N)=O)=[N:4][CH:5]=[CH:6][C:7]=1[O:8][C:9]1[CH:14]=[CH:13][C:12]([NH:15][C:16]([C:18]2[C:19](=[O:31])[N:20]([C:25]3[CH:30]=[CH:29][CH:28]=[CH:27][CH:26]=3)[N:21]([CH3:24])[C:22]=2[CH3:23])=[O:17])=[C:11]([F:32])[CH:10]=1.C(OI(C1C=CC=CC=1)OC(=O)C)(=O)C.CC#[N:53]>CCOC(C)=O.O>[NH2:53][C:3]1[C:2]([Cl:1])=[C:7]([O:8][C:9]2[CH:14]=[CH:13][C:12]([NH:15][C:16]([C:18]3[C:19](=[O:31])[N:20]([C:25]4[CH:26]=[CH:27][CH:28]=[CH:29][CH:30]=4)[N:21]([CH3:24])[C:22]=3[CH3:23])=[O:17])=[C:11]([F:32])[CH:10]=2)[CH:6]=[CH:5][N:4]=1. Procedure details: A suspension of 3-chloro-4-(4-(1,5-dimethyl-3-oxo-2-phenyl-2,3-dihydro-1H-pyrazole-4-carboxamido)-3-fluorophenoxy)picolinamide (379 mg, 0.764 mmol) in EtOAc (4.5 mL), CH3CN (4.5 mL) and H2O (2.5 mL) was cooled and stirred at 0° C. for 30 minutes, then PhI(OAc)2 (295 mg, 0.917 mmol) was added and the mixture was stirred for another 30 minutes at 0° C., then allowed to warmed up to rt and stirred for another 10 hours. Filtered and the filter cake was washed with EtOAc (5 mL). The filtrate was conc... Reactants: CCOCc1nc2cnc3cc(Br)cnc3c2n1CC1(O)CCCC1, ClC(Cl)Cl, [NH4+], [OH-], O=C(OO)c1cccc(Cl)c1, Cc1ccc(S(=O)(=O)Cl)cc1. The product is CCOCc1nc2c(N)nc3cc(Br)cnc3c2n1CC1(O)CCCC1. RXN SMILES: [Br:1][c:2]1[cH:3][n:4][c:5]2[c:6]3[c:7]([cH:8][n:9][c:10]2[cH:11]1)[n:12][c:13]([CH2:22][O:23][CH2:24][CH3:25])[n:14]3[CH2:15][C:16]1([OH:21])[CH2:17][CH2:18][CH2:19][CH2:20]1.[CH:50]([Cl:51])([Cl:52])[Cl:53].[NH4+:37].[OH-:38].[OH:26][O:27][C:28]([c:29]1[cH:30][c:31]([Cl:32])[cH:33][cH:34][cH:35]1)=[O:36].[c:39]1([CH3:40])[cH:41][cH:42][c:43]([S:44]([Cl:45])(=[O:46])=[O:47])[cH:48][cH:49]1>>[Br:1][c:2]1[cH:3][n:4][c:5]2[c:6]3[c:7]([c:8]([NH2:37])[n:9][c:10]2[cH:11]1)[n:12][c:13]([CH2:22][O:23][CH2:24][CH3:25])[n:14]3[CH2:15][C:16]1([OH:21])[CH2:17][CH2:18][CH2:19][CH2:20]1. Starting materials: CCCCCCCCCCCCCCCCCC(=O)NCCCN(C)C, ClC(Cl)Cl, Cc1cc(OC(=O)CCl)ccc1C(C)C, O=C([O-])CCl. The product is CCCCCCCCCCCCCCCCCC(=O)NCCC[N+](C)(C)CC(=O)Oc1ccc(C(C)C)c(C)c1, [Cl-]. RXN SMILES: [C:1]([CH2:2][CH2:3][CH2:4][CH2:5][CH2:6][CH2:7][CH2:8][CH2:9][CH2:10][CH2:11][CH2:12][CH2:13][CH2:14][CH2:15][CH2:16][CH2:17][CH3:18])(=[O:19])[NH:20][CH2:21][CH2:22][CH2:23][N:24]([CH3:25])[CH3:26].[CH:47]([Cl:48])([Cl:49])[Cl:50].[Cl:27][CH2:28][C:29](=[O:30])[O:31][c:32]1[cH:33][c:34]([CH3:41])[c:35]([CH:38]([CH3:39])[CH3:40])[cH:36][cH:37]1.[O-:42][C:43]([CH2:44][Cl:45])=[O:46]>>[C:1]([CH2:2][CH2:3][CH2:4][CH2:5][CH2:6][CH2:7][CH2:8][CH2:9][CH2:10][CH2:11][CH2:12][CH2:13][CH2:14][CH2:15][CH2:16][CH2:17][CH3:18])(=[O:19])[NH:20][CH2:21][CH2:22][CH2:23][N+:24]([CH3:25])([CH3:26])[CH2:28][C:29](=[O:30])[O:31][c:32]1[cH:33][c:34]([CH3:41])[c:35]([CH:38]([CH3:39])[CH3:40])[cH:36][cH:37]1.[Cl-:27]. The reactants are O=C([O-])[O-], COC(=O)c1sc(CBr)nc1-c1ccc(OC)cc1, NC(=O)c1c(F)ccc(O)c1F, [K+], [K+], CN(C)C=O. Product: COC(=O)c1sc(COc2ccc(F)c(C(N)=O)c2F)nc1-c1ccc(OC)cc1. Reaction SMILES: [C:32](=[O:33])([O-:34])[O-:35].[CH3:1][O:2][C:3](=[O:4])[c:5]1[c:6](-[c:12]2[cH:13][cH:14][c:15]([O:18][CH3:19])[cH:16][cH:17]2)[n:7][c:8]([CH2:10][Br:11])[s:9]1.[F:20][c:21]1[c:22]([C:23](=[O:24])[NH2:25])[c:26]([F:31])[cH:27][cH:28][c:29]1[OH:30].[K+:36].[K+:37].[O:38]=[CH:39][N:40]([CH3:41])[CH3:42]>>[CH3:1][O:2][C:3](=[O:4])[c:5]1[c:6](-[c:12]2[cH:13][cH:14][c:15]([O:18][CH3:19])[cH:16][cH:17]2)[n:7][c:8]([CH2:10][O:30][c:29]2[c:21]([F:20])[c:22]([C:23](=[O:24])[NH2:25])[c:26]([F:31])[cH:27][cH:28]2)[s:9]1. The reactants are Br, CC(=O)O, COC(=O)N1CCC(c2cc(=O)[nH]o2)CC1c1ccc(C(F)(F)F)c(F)c1. Product: O=c1cc(C2CCNC(c3ccc(C(F)(F)F)c(F)c3)C2)o[nH]1. Reaction SMILES: [BrH:32].[CH3:28][C:29](=[O:30])[OH:31].[F:1][c:2]1[cH:3][c:4]([CH:12]2[N:13]([C:24]([O:25][CH3:26])=[O:27])[CH2:14][CH2:15][CH:16]([c:18]3[cH:19][c:20](=[O:23])[nH:21][o:22]3)[CH2:17]2)[cH:5][cH:6][c:7]1[C:8]([F:9])([F:10])[F:11]>>[F:1][c:2]1[cH:3][c:4]([CH:12]2[NH:13][CH2:14][CH2:15][CH:16]([c:18]3[cH:19][c:20](=[O:23])[nH:21][o:22]3)[CH2:17]2)[cH:5][cH:6][c:7]1[C:8]([F:9])([F:10])[F:11]. The reactants are O=C([O-])[O-], C1CCNCC1, O=Cc1cccc(OCCCCl)c1, [K+], [K+], CN(C)C=O, O. Product: O=Cc1cccc(OCCCN2CCCCC2)c1. As a reaction SMILES: [C:14](=[O:15])([O-:16])[O-:17].[CH2:20]1[CH2:21][CH2:22][NH:23][CH2:24][CH2:25]1.[Cl:1][CH2:2][CH2:3][CH2:4][O:5][c:6]1[cH:7][c:8]([CH:9]=[O:10])[cH:11][cH:12][cH:13]1.[K+:18].[K+:19].[O:27]=[CH:28][N:29]([CH3:30])[CH3:31].[OH2:26]>>[CH2:2]([CH2:3][CH2:4][O:5][c:6]1[cH:7][c:8]([CH:9]=[O:10])[cH:11][cH:12][cH:13]1)[N:23]1[CH2:22][CH2:21][CH2:20][CH2:25][CH2:24]1. The reactants are ClC=1C=[N+](C=C(C1C[C@@H](C1=CC(=C(C=C1)OC)OC)OC(CC=1SC(=CC1)CO)=O)Cl)[O-] ([(1S)-2-(3,5-dichloro-1-oxido-pyridin-1-ium-4-yl)-1-(3,4-dimethoxyphenyl)ethyl]2-[5-(hydroxymethyl)-2-thienyl]acetate), CC(=O)OI1(C=2C=CC=CC2C(=O)O1)(OC(=O)C)OC(=O)C (Dess-Martin periodinane). Solvent: ClCCl (dichloromethane). Reaction conditions: time 30 minute. The product is ClC=1C=[N+](C=C(C1C[C@@H](C1=CC(=C(C=C1)OC)OC)OC(CC=1SC(=CC1)C=O)=O)Cl)[O-] ([(1S)-2-(3,5-dichloro-1-oxido-pyridin-1-ium-4-yl)-1-(3,4-dimethoxyphenyl)ethyl]2-(5-formyl-2-thienyl)acetate). The yield is 100.7%. RXN SMILES: [Cl:1][C:2]1[CH:3]=[N+:4]([O-:32])[CH:5]=[C:6]([Cl:31])[C:7]=1[CH2:8][C@H:9]([O:20][C:21](=[O:30])[CH2:22][C:23]1[S:24][C:25]([CH2:28][OH:29])=[CH:26][CH:27]=1)[C:10]1[CH:15]=[CH:14][C:13]([O:16][CH3:17])=[C:12]([O:18][CH3:19])[CH:11]=1.CC(OI1(OC(C)=O)(OC(C)=O)OC(=O)C2C=CC=CC1=2)=O>ClCCl>[Cl:31][C:6]1[CH:5]=[N+:4]([O-:32])[CH:3]=[C:2]([Cl:1])[C:7]=1[CH2:8][C@H:9]([O:20][C:21](=[O:30])[CH2:22][C:23]1[S:24][C:25]([CH:28]=[O:29])=[CH:26][CH:27]=1)[C:10]1[CH:15]=[CH:14][C:13]([O:16][CH3:17])=[C:12]([O:18][CH3:19])[CH:11]=1. Procedure details: To a solution of [(1S)-2-(3,5-dichloro-1-oxido-pyridin-1-ium-4-yl)-1-(3,4-dimethoxyphenyl)ethyl]2-[5-(hydroxymethyl)-2-thienyl]acetate (100 mg, 0.20 mmol) in dichloromethane (2 mL) was added Dess-Martin periodinane (102 mg, 0.24 mmol) at −78° C. The reaction was stirred at room temperature for 30 min. The reaction solution was washed with saturated aqueous Na2S2O3 (5 mL) and saturated aqueous sodium bicarbonate (5 mL). The organic phase was passed through a hydrophobic fit and concentrated in va... Starting materials: CCCC(=O)c1cnc2c(C)cccc2c1Cl, Nc1ccccc1Cl, C1COCCO1. Product: CCCC(=O)c1cnc2c(C)cccc2c1Nc1ccccc1Cl. RXN SMILES: [C:1]([CH2:2][CH2:3][CH3:4])(=[O:5])[c:6]1[cH:7][n:8][c:9]2[c:10]([CH3:17])[cH:11][cH:12][cH:13][c:14]2[c:15]1[Cl:16].[Cl:18][c:19]1[c:20]([NH2:21])[cH:22][cH:23][cH:24][cH:25]1.[O:26]1[CH2:27][CH2:28][O:29][CH2:30][CH2:31]1>>[C:1]([CH2:2][CH2:3][CH3:4])(=[O:5])[c:6]1[cH:7][n:8][c:9]2[c:10]([CH3:17])[cH:11][cH:12][cH:13][c:14]2[c:15]1[NH:21][c:20]1[c:19]([Cl:18])[cH:25][cH:24][cH:23][cH:22]1. Reactants: C(OCC=CC1=CC=CC=C1)([O-])=O (cinnamyl carbonate), C1(=CC=CC2=CC=CC=C12)N (1-napthylamine). Run at time 16 hour. Product: C(#C)C(NC1=CC=CC2=CC=CC=C12)C1=CC=CC=C1 (α-Ethynyl-N-1-napthyl-benzenemethanamine). Yield: 83.4%. Reaction SMILES: C(=O)([O-])O[CH2:3][CH:4]=[CH:5][C:6]1[CH:11]=[CH:10][CH:9]=[CH:8][CH:7]=1.[C:14]1([NH2:24])[C:23]2[C:18](=[CH:19][CH:20]=[CH:21][CH:22]=2)[CH:17]=[CH:16][CH:15]=1>>[C:4]([CH:5]([C:6]1[CH:11]=[CH:10][CH:9]=[CH:8][CH:7]=1)[NH:24][C:14]1[C:23]2[C:18](=[CH:19][CH:20]=[CH:21][CH:22]=2)[CH:17]=[CH:16][CH:15]=1)#[CH:3]. Procedure details: The general procedure was followed with cinnamyl carbonate (0.188 g, 0.979 mmol) and 1-napthylamine (0.170 g, 1.18 mmol). The reaction was conducted at room temperature for 16 h. 1H NMR analysis of the crude reaction mixture indicated the ratio of regioisomers to be 98/2. The mixture was purified by flash column chromatography on silica gel (1.5% ethyl acetate in hexanes) to give the title compound (0.210 g, 83%). HPLC analysis indicated the enantiomeric excess of the product was 95% [Diacel CHI...